From a dataset of the Open Reaction Database (ORD), a public repository of structured organic reaction records. describe an organic reaction: reactants, conditions, products, and yield Reactants: B, COc1cc2nccc(Oc3ccc(NC(=O)COc4cccc(Cl)c4)cc3)c2cc1OC, Cl, [Na+], C1CCOC1, C1CCOC1, [OH-]. Yields the product COc1cc2nccc(Oc3ccc(NCCOc4cccc(Cl)c4)cc3)c2cc1OC. As a reaction SMILES: [BH3:39].[CH3:1][O:2][c:3]1[cH:4][c:5]2[c:6]([O:15][c:16]3[cH:17][cH:18][c:19]([NH:22][C:23]([CH2:24][O:25][c:26]4[cH:27][c:28]([Cl:32])[cH:29][cH:30][cH:31]4)=[O:33])[cH:20][cH:21]3)[cH:7][cH:8][n:9][c:10]2[cH:11][c:12]1[O:13][CH3:14].[ClH:40].[Na+:42].[O:34]1[CH2:35][CH2:36][CH2:37][CH2:38]1.[O:43]1[CH2:44][CH2:45][CH2:46][CH2:47]1.[OH-:41]>>[CH3:1][O:2][c:3]1[cH:4][c:5]2[c:6]([O:15][c:16]3[cH:17][cH:18][c:19]([NH:22][CH2:23][CH2:24][O:25][c:26]4[cH:27][c:28]([Cl:32])[cH:29][cH:30][cH:31]4)[cH:20][cH:21]3)[cH:7][cH:8][n:9][c:10]2[cH:11][c:12]1[O:13][CH3:14]. Reactants: C(C)(C)(C)OC1=CC=C(CONC(=O)C2C(N(C(C3=CC=CC=C23)=O)C2C(CCCC2)NS(=O)(=O)C)C2=C(C=C(C=C2)Cl)Cl)C=C1 ((3RS,4RS)—N-[(4-tert-butoxybenzyl)oxy]-3-(2,4-dichlorophenyl)-2-{(1SR,2SR)-2-[(mesyl)amino]cyclohexyl}-1-oxo-1,2,3,4-tetrahydroisoquinoline-4-carboxamide), FC(C(=O)O)(F)F (trifluoroacetic acid). Run in ClCCl (dichloromethane). Conditions: time 1 hour. Yields the product ClC1=C(C=CC(=C1)Cl)C1N(C(C2=CC=CC=C2C1C(=O)NO)=O)C1C(CCCC1)NS(=O)(=O)C ((3RS,4RS)-3-(2,4-dichlorophenyl)-N-hydroxy-2-{(1SR,2SR)-2-[(mesyl)amino]cyclohexyl}-1-oxo-1,2,3,4-tetrahydroisoquinoline-4-carboxamide). Yield: 73.7%. Reaction SMILES: C(OC1C=CC(C[O:11][NH:12][C:13]([CH:15]2[C:24]3[C:19](=[CH:20][CH:21]=[CH:22][CH:23]=3)[C:18](=[O:25])[N:17]([CH:26]3[CH2:31][CH2:30][CH2:29][CH2:28][CH:27]3[NH:32][S:33]([CH3:36])(=[O:35])=[O:34])[CH:16]2[C:37]2[CH:42]=[CH:41][C:40]([Cl:43])=[CH:39][C:38]=2[Cl:44])=[O:14])=CC=1)(C)(C)C.FC(F)(F)C(O)=O>ClCCl>[Cl:44][C:38]1[CH:39]=[C:40]([Cl:43])[CH:41]=[CH:42][C:37]=1[CH:16]1[CH:15]([C:13]([NH:12][OH:11])=[O:14])[C:24]2[C:19](=[CH:20][CH:21]=[CH:22][CH:23]=2)[C:18](=[O:25])[N:17]1[CH:26]1[CH2:31][CH2:30][CH2:29][CH2:28][CH:27]1[NH:32][S:33]([CH3:36])(=[O:34])=[O:35]. Reported procedure: To a solution of 644 mg of (3RS,4RS)—N-[(4-tert-butoxybenzyl)oxy]-3-(2,4-dichlorophenyl)-2-{(1SR,2SR)-2-[(mesyl)amino]cyclohexyl}-1-oxo-1,2,3,4-tetrahydroisoquinoline-4-carboxamide in 8.4 ml of dichloromethane was added 0.94 ml of trifluoroacetic acid under ice-cooling, followed by stirring at room temperature for 1 hour. The solution was concentrated under reduced pressure and then recrystallized from ethyl acetate to obtain 363 mg of (3RS,4RS)-3-(2,4-dichlorophenyl)-N-hydroxy-2-{(1SR,2SR)-2-[(... The reactants are O=C([O-])[O-], CCOC(C)=O, CC#N, CCN(C)C(=O)c1cnc(Cl)cn1, [K+], [K+], CCOC(=O)c1cc(O)c2cc(C)oc2c1. Product: CCOC(=O)c1cc(Oc2cnc(C(=O)N(C)CC)cn2)c2cc(C)oc2c1. Reaction SMILES: [C:17](=[O:18])([O-:19])[O-:20].[CH2:39]([O:40][C:41](=[O:42])[CH3:43])[CH3:44].[CH3:36][C:37]#[N:38].[Cl:23][c:24]1[n:25][cH:26][c:27]([C:30](=[O:31])[N:32]([CH3:33])[CH2:34][CH3:35])[n:28][cH:29]1.[K+:21].[K+:22].[OH:1][c:2]1[cH:3][c:4]([C:12](=[O:13])[O:14][CH2:15][CH3:16])[cH:5][c:6]2[c:7]1[cH:8][c:9]([CH3:11])[o:10]2>>[O:1]([c:2]1[cH:3][c:4]([C:12](=[O:13])[O:14][CH2:15][CH3:16])[cH:5][c:6]2[c:7]1[cH:8][c:9]([CH3:11])[o:10]2)[c:24]1[n:25][cH:26][c:27]([C:30](=[O:31])[N:32]([CH3:33])[CH2:34][CH3:35])[n:28][cH:29]1. Starting materials: TSA-H2O, BrC1=CC(=C(C=C1)C(C)=O)F (1-(4-bromo-2-fluorophenyl)ethanone), C1(=CC=CC=C1)NN (1-phenylhydrazine). Run in C(C)O (ethanol). Yields the product BrC1=CC(=C(C=C1)\C(\C)=N/NC1=CC=CC=C1)F ((Z)-1-(1-(4-bromo-2-fluorophenyl)ethylidene)-2-phenylhydrazine), BrC1=CC(=C(C=C1)\C(\C)=N\NC1=CC=CC=C1)F ((E)-1-(1-(4-bromo-2-fluorophenyl)ethylidene)-2-phenylhydrazine). Reaction SMILES: [Br:1][C:2]1[CH:7]=[CH:6][C:5]([C:8](=O)[CH3:9])=[C:4]([F:11])[CH:3]=1.[C:12]1([NH:18][NH2:19])[CH:17]=[CH:16][CH:15]=[CH:14][CH:13]=1>C(O)C>[Br:1][C:2]1[CH:7]=[CH:6][C:5](/[C:8](=[N:19]\[NH:18][C:12]2[CH:17]=[CH:16][CH:15]=[CH:14][CH:13]=2)/[CH3:9])=[C:4]([F:11])[CH:3]=1.[Br:1][C:2]1[CH:7]=[CH:6][C:5](/[C:8](=[N:19]/[NH:18][C:12]2[CH:17]=[CH:16][CH:15]=[CH:14][CH:13]=2)/[CH3:9])=[C:4]([F:11])[CH:3]=1. Procedure details: Into a 500-mL round-bottom flask, was placed a solution of 1-(4-bromo-2-fluorophenyl)ethanone (17 g, 78.34 mmol, 1.00 equiv) in ethanol (200 mL), 1-phenylhydrazine (8.5 g, 78.70 mmol, 1.00 equiv), TSA-H2O (740 mg, 3.89 mmol, 0.05 equiv). The resulting solution was heated to reflux for 2 h in an oil bath, then concentrated under vacuum to yield (Z)-1-(1-(4-bromo-2-fluorophenyl)ethylidene)-2-phenylhydrazine and (E)-1-(1-(4-bromo-2-fluorophenyl)ethylidene)-2-phenylhydrazine as a yellow solid. MS (m... Reactants: O1C=NC=C1C1=C2C=3[C@H](CNC3C=C1)C[C@@H](C2)N(CCC)CCC ((-)(2aR,4S)-6-(5-oxazolyl)-4-(di-n-propylamino)-1,2,2a,3,4,5-hexahydrobenz[cd]indole). The reagents and catalysts are O=[Mn]=O (MnO2). The solvent is C(Cl)Cl (methylene chloride). Reaction conditions: time 16 hour. Yields the product O1C=NC=C1C1=C2C=3C(=CNC3C=C1)C[C@@H](C2)N(CCC)CCC ((-)(4R)-6-(5-oxazolyl)-4-(di-n-propylamino)-1,3,4,5-tetrahvdrobenz[cd]indole). The yield is 34.4%. RXN SMILES: [O:1]1[C:5]([C:6]2[CH:14]=[CH:13][C:12]3[NH:11][CH2:10][C@@H:9]4[CH2:15][C@H:16]([N:18]([CH2:22][CH2:23][CH3:24])[CH2:19][CH2:20][CH3:21])[CH2:17][C:7]=2[C:8]=34)=[CH:4][N:3]=[CH:2]1>C(Cl)Cl.O=[Mn]=O>[O:1]1[C:5]([C:6]2[CH:14]=[CH:13][C:12]3[NH:11][CH:10]=[C:9]4[CH2:15][C@H:16]([N:18]([CH2:22][CH2:23][CH3:24])[CH2:19][CH2:20][CH3:21])[CH2:17][C:7]=2[C:8]=34)=[CH:4][N:3]=[CH:2]1. Procedure details: A mixture of (-)(2aR,4S)-6-(5-oxazolyl)-4-(di-n-propylamino)-1,2,2a,3,4,5-hexahydrobenz[cd]indole (300 mg, 0.9 mmol) and 0.5 g of MnO2 in 50 ml of methylene chloride was stirred at room temperature for 16 hours. The oxidant was removed by filtration through celite. The crude product obtained after filtering and removing the solvent was purified by flash chromatography, using ethyl acetate as eluent, to provide 100 mg of title compound. Recrystallization from hexane gave 60 mg of pure title compo... Starting materials: OC=1C=CC=C2C=CC=NC12 (8-hydroxyquinoline), 2,2′-diol-stilbene, GaCl3, O (water), N1CCCCC1 (piperidine), OC=1C=CC=C2C=CC=NC12 (8-hydroxyquinoline), N1CCCCC1 (piperidine), GaCl3. The solvent is C(C)O (ethanol), C(C)O (ethanol), C(C)O (ethanol), C(C)O (ethanol). Run at time 1 hour. The product is C1(=CC=CC=C1)C=CC1=CC=CC=C1 (stilbene). The yield is 78.0%. As a reaction SMILES: O[C:2]1[CH:3]=[CH:4][CH:5]=[C:6]2[C:11]=1N=[CH:9][CH:8]=[CH:7]2.N1[CH2:17][CH2:16][CH2:15][CH2:14][CH2:13]1.O>C(O)C>[C:6]1([CH:7]=[CH:8][C:9]2[CH:17]=[CH:16][CH:15]=[CH:14][CH:13]=2)[CH:5]=[CH:4][CH:3]=[CH:2][CH:11]=1. Procedure details: Complex II-1 was synthesized through a reaction in the ethanol solution of 8-hydroxyquinoline, 2,2′-diol-stilbene (L3) and GaCl3. First, a solution of 8-hydroxyquinoline (0.05M) and piperidine (0.05M) in 100 ml ethanol was added to a solution of GaCl3 (0.5M) in 10 ml ethanol very slowly with an intensive stirring. Then, a solution of L3 (0.01M) and piperidine (0.02M) in 500 ml ethanol was introduced slowly. The mixture was stirred for about 1 hour and cooled to room temperature and kept in dark ... The reactants are C1(=CC=CC=C1)C1=NCCC2=C(C=CC=C12)Cl (1-Phenyl-5-chloro-3,4-dihydroisoquinoline), C1(=CC=CC=C1)SSC1=CC=CC=C1 (diphenyl disulfide). The product is C1(=CC=CC=C1)C1=NC=CC2=C(C=CC=C12)Cl (1-phenyl-5-chloroisoquinoline). Reaction SMILES: [C:1]1([C:7]2[C:16]3[C:11](=[C:12]([Cl:17])[CH:13]=[CH:14][CH:15]=3)[CH2:10][CH2:9][N:8]=2)[CH:6]=[CH:5][CH:4]=[CH:3][CH:2]=1.C1(SSC2C=CC=CC=2)C=CC=CC=1>>[C:1]1([C:7]2[C:16]3[C:11](=[C:12]([Cl:17])[CH:13]=[CH:14][CH:15]=3)[CH:10]=[CH:9][N:8]=2)[CH:2]=[CH:3][CH:4]=[CH:5][CH:6]=1. Reported procedure: 1-Amino-2-(2-chlorophenyl)ethane and benzoyl chloride were reacted in the same way as in step (a) of Example 13 to afford 1-benzoylamino-2-(2-chlorophenyl)-ethane having a melting point of 70.1° to 71.0° C. (b) 1-Benzoylamino-2-(2-chlorophenyl)ethane, phosphorus oxychloride and phosphorus pentoxide were reacted in the same way as in step (b) of Example 13 to afford 1-phenyl-5-chloro-3,4-dihydroquinoline as an oil. (c) 1-Phenyl-5-chloro-3,4-dihydroisoquinoline and diphenyl disulfide were reacted ... Reactants: ClCC(=O)C1=CC(=C(C=C1)Cl)S(NCC1=C(C=CC=C1)Cl)(=O)=O (2,4'-dichloro-3'-o-chlorobenzylsulfamoylacetophenone), C(C)NC(=S)NCC (1,3-diethylthiourea). Product: Cl.C(C)N1C(SCC1(O)C1=CC(=C(C=C1)Cl)S(NCC1=C(C=CC=C1)Cl)(=O)=O)=NCC (3-Ethyl-2-ethylimino-4-(4-chloro-3-o-chlorobenzylsulfamoylphenyl)-1,3-thiazolidine-4-ol-hydrochloride). RXN SMILES: [Cl:1][CH2:2][C:3]([C:5]1[CH:10]=[CH:9][C:8]([Cl:11])=[C:7]([S:12](=[O:23])(=[O:22])[NH:13][CH2:14][C:15]2[CH:20]=[CH:19][CH:18]=[CH:17][C:16]=2[Cl:21])[CH:6]=1)=[O:4].[CH2:24]([NH:26][C:27]([NH:29][CH2:30][CH3:31])=[S:28])[CH3:25]>>[ClH:1].[CH2:30]([N:29]1[C:3]([C:5]2[CH:10]=[CH:9][C:8]([Cl:11])=[C:7]([S:12](=[O:23])(=[O:22])[NH:13][CH2:14][C:15]3[CH:20]=[CH:19][CH:18]=[CH:17][C:16]=3[Cl:21])[CH:6]=2)([OH:4])[CH2:2][S:28][C:27]1=[N:26][CH2:24][CH3:25])[CH3:31] |f:2.3|. Reported procedure: 7.8 g of 2,4'-dichloro-3'-o-chlorobenzylsulfamoylacetophenone and 2.5 g of 1,3-diethylthiourea were reacted as prescribed in Example 12 and worked up. Colorless crystals, decomposition beginning at 94° C, γ C=N 1615 cm-1.